This data is from the Open Reaction Database (ORD), a public repository of structured organic reaction records. The task is: describe an organic reaction: reactants, conditions, products, and yield The reactants are O (water), FC1=CC=C(C=C1)C=1N=C2N(N=C(C=C2)N2C[C@H](NCC2)C)C1C1=C2C(=NC=C1)N(C=C2)S(=O)(=O)C2=CC=C(C=C2)C (2-(4-fluorophenyl)-6-[(3R)-3-methylpiperazin-1-yl]-3-{1-[(4-methylphenyl)sulphonyl]-1H-pyrrolo[2,3-b]pyridin-4-yl}imidazo[1,2-b]pyridazine), [OH-].[Na+] (sodium hydroxide), aqueous solution. The solvent is CO (methanol). Conditions: temperature 60 celsius. Yields the product FC1=CC=C(C=C1)C=1N=C2N(N=C(C=C2)N2C[C@H](NCC2)C)C1C1=C2C(=NC=C1)NC=C2 (2-(4-fluorophenyl)-6-[(3R)-3-methylpiperazin-1-yl]-3-(1H-pyrrolo[2,3-b]pyridin-4-yl)imidazo[1,2-b]pyridazine). Yield: 91.2%. Reaction SMILES: [F:1][C:2]1[CH:7]=[CH:6][C:5]([C:8]2[N:9]=[C:10]3[CH:15]=[CH:14][C:13]([N:16]4[CH2:21][CH2:20][NH:19][C@H:18]([CH3:22])[CH2:17]4)=[N:12][N:11]3[C:23]=2[C:24]2[CH:29]=[CH:28][N:27]=[C:26]3[N:30](S(C4C=CC(C)=CC=4)(=O)=O)[CH:31]=[CH:32][C:25]=23)=[CH:4][CH:3]=1.[OH-].[Na+].O>CO>[F:1][C:2]1[CH:3]=[CH:4][C:5]([C:8]2[N:9]=[C:10]3[CH:15]=[CH:14][C:13]([N:16]4[CH2:21][CH2:20][NH:19][C@H:18]([CH3:22])[CH2:17]4)=[N:12][N:11]3[C:23]=2[C:24]2[CH:29]=[CH:28][N:27]=[C:26]3[NH:30][CH:31]=[CH:32][C:25]=23)=[CH:6][CH:7]=1 |f:1.2|. Procedure details: Added to a solution of 0.230 g (0.40 mmol) of 2-(4-fluorophenyl)-6-[(3R)-3-methylpiperazin-1-yl]-3-{1-[(4-methylphenyl)sulphonyl]-1H-pyrrolo[2,3-b]pyridin-4-yl}imidazo[1,2-b]pyridazine obtained in step 3.3, in 5 ml of methanol, is 0.13 ml (0.76 mmol) of a 6N aqueous solution of sodium hydroxide. The mixture is heated at 60° C. for 30 minutes then poured into 100 ml of water. The product is extracted with dichloromethane. The organic phase is separated, dried over sodium sulphate and the solvent ... Reactants: COC1=C(C(C2=CC=CC(=C2C1=O)O)=O)C1=C(C(=O)OC)C=C(C=C1OC)C (methyl 2-(3-methoxy-5-hydroxy-1,4-naphthoquinon-2-yl)-3-methoxy-5-methylbenzoate), C(C)(=O)OC(C)=O (acetic anhydride), O (water). Run in N1=CC=CC=C1 (pyridine). Conditions: time 8 hour. Product: COC1=C(C(C2=CC=CC(=C2C1=O)OC(C)=O)=O)C1=C(C(=O)OC)C=C(C=C1OC)C (methyl 2-(3-methoxy-5-acetoxy-1,4-naphthoquinon-2-yl)-3-methoxy-5-methylbenzoate). RXN SMILES: [CH3:1][O:2][C:3]1[C:12](=[O:13])[C:11]2[C:6](=[CH:7][CH:8]=[CH:9][C:10]=2[OH:14])[C:5](=[O:15])[C:4]=1[C:16]1[C:25]([O:26][CH3:27])=[CH:24][C:23]([CH3:28])=[CH:22][C:17]=1[C:18]([O:20][CH3:21])=[O:19].[C:29](OC(=O)C)(=[O:31])[CH3:30].O>N1C=CC=CC=1>[CH3:1][O:2][C:3]1[C:12](=[O:13])[C:11]2[C:6](=[CH:7][CH:8]=[CH:9][C:10]=2[O:14][C:29](=[O:31])[CH3:30])[C:5](=[O:15])[C:4]=1[C:16]1[C:25]([O:26][CH3:27])=[CH:24][C:23]([CH3:28])=[CH:22][C:17]=1[C:18]([O:20][CH3:21])=[O:19]. Reported procedure: In pyridine (3 ml) was dissolved methyl 2-(3-methoxy-5-hydroxy-1,4-naphthoquinon-2-yl)-3-methoxy-5-methylbenzoate (20 mg) as obtained in Example 3, followed by addition of acetic anhydride (3 ml). The mixture was allowed to stand at room temperature overnight. After addition of water, the mixture was extracted with ethyl acetate. The solvent layer was washed with dilute HCl, water and dilute aqueous sodium hydrogen carbonate in that order, and dried over magnesium sulfate. The solvent was then d... Starting materials: Cl (hydrochloric acid), C(CC)(=O)NC1=CC2=C(C(OC(=N2)C2=CC=C(C=C2)C(=O)O)=O)C=C1 (7-(propionamido)-2-(4-carboxyphenyl)-4H-3,1-benzoxazine-4-one), CN(C=O)C (dimethylformamide), O (water). The solvent is C(C)N(CC)CC (triethylamine). The product is C(=O)(O)C1=CC=C(C(=O)NC2=C(C(=O)O)C=CC(=C2)NC(CC)=O)C=C1 (2-(4-carboxybenzamido)-4-propionamidobenzoic acid). As a reaction SMILES: [C:1]([NH:5][C:6]1[CH:25]=[CH:24][C:9]2[C:10](=[O:23])[O:11][C:12]([C:14]3[CH:19]=[CH:18][C:17]([C:20]([OH:22])=[O:21])=[CH:16][CH:15]=3)=[N:13][C:8]=2[CH:7]=1)(=[O:4])[CH2:2][CH3:3].CN(C)C=[O:29].O.Cl>C(N(CC)CC)C>[C:20]([C:17]1[CH:18]=[CH:19][C:14]([C:12]([NH:13][C:8]2[CH:7]=[C:6]([NH:5][C:1](=[O:4])[CH2:2][CH3:3])[CH:25]=[CH:24][C:9]=2[C:10]([OH:11])=[O:23])=[O:29])=[CH:15][CH:16]=1)([OH:22])=[O:21]. Procedure: A mixture of 5 g of 7-(propionamido)-2-(4-carboxyphenyl)-4H-3,1-benzoxazine-4-one, 50 ml of dimethylformamide, 10 ml of water and 8 ml of triethylamine was heated at 80°-90° C. for a period of 10 hours. After being allowed to cool, the mixture was treated with dilute hydrochloric acid to adjust its pH between 2 and 3. The precipitating crystal was filtered, washed with water, and recrystallized from isopropyl alcohol to produce 4.1 g of 2-(4-carboxybenzamido)-4-propionamidobenzoic acid having a ... The reactants are CCN(CC)C(=O)C(Cc1ccc(C#N)cc1)C(=O)NS(=O)(=O)c1ccc2ccccc2c1, N#Cc1ccc(N2CCNCC2)nc1. Product: N#Cc1ccc(CC(C(=O)NS(=O)(=O)c2ccc3ccccc3c2)C(=O)N2CCN(c3ccc(C#N)cn3)CC2)cc1. Reaction SMILES: [C:1](#[N:2])[c:3]1[cH:4][cH:5][c:6]([CH2:7][CH:8]([C:9](=[O:10])[N:11]([CH2:12][CH3:13])[CH2:14][CH3:15])[C:16](=[O:17])[NH:18][S:19](=[O:20])(=[O:21])[c:22]2[cH:23][c:24]3[cH:25][cH:26][cH:27][cH:28][c:29]3[cH:30][cH:31]2)[cH:32][cH:33]1.[C:34](#[N:35])[c:36]1[cH:37][cH:38][c:39]([N:42]2[CH2:43][CH2:44][NH:45][CH2:46][CH2:47]2)[n:40][cH:41]1>>[C:1](#[N:2])[c:3]1[cH:4][cH:5][c:6]([CH2:7][CH:8]([C:9](=[O:10])[N:11]2[CH2:12][CH2:13][N:42]([c:39]3[cH:38][cH:37][c:36]([C:34]#[N:35])[cH:41][n:40]3)[CH2:15][CH2:14]2)[C:16](=[O:17])[NH:18][S:19](=[O:20])(=[O:21])[c:22]2[cH:23][c:24]3[cH:25][cH:26][cH:27][cH:28][c:29]3[cH:30][cH:31]2)[cH:32][cH:33]1. Starting materials: FC(C(=O)O)(F)F (trifluoroacetic acid), O (water), [N+](=[N-])=CC(=O)C1=NOC(=C1)C (2-Diazo-1-(5-methylisoxazol-3-yl)ethanone). The solvent is C(C)OCC (diethyl ether). Run at time 2 hour. Product: OCC(=O)C1=NOC(=C1)C (2-Hydroxy-1-(5-methylisoxazol-3-yl)ethanone). Isolated yield 61.0%. As a reaction SMILES: [N+](=[CH:3][C:4]([C:6]1[CH:10]=[C:9]([CH3:11])[O:8][N:7]=1)=[O:5])=[N-].FC(F)(F)C(O)=[O:15].O>C(OCC)C>[OH:15][CH2:3][C:4]([C:6]1[CH:10]=[C:9]([CH3:11])[O:8][N:7]=1)=[O:5]. Procedure details: 2-Diazo-1-(5-methylisoxazol-3-yl)ethanone (7.0 g, 46 mmol) was dissolved in diethyl ether (100 ml) and trifluoroacetic acid (25 ml) and water (100 ml) were added. The solution was stirred at room temperature for 2 hours, then the diethyl ether was removed in vacuo and the aqueous solution was stirred at room temperature for 18 hours. Further water (100 ml) was added and the aqueous solution was extracted twice with ethyl acetate. The organic extracts were washed successively with water, 10% aque... Reactants: C(C(=O)OCC)(=O)OCC (diethyl oxalate), FC1=C(C=CC(=C1)F)N1N=CC(=C1NCC)N (1-(2,4-difluorophenyl)-N5-ethyl-1H-pyrazole-4,5-diamine). Solvent: hexanes, CCOC(=O)C (EtOAc). Reaction conditions: temperature 150 celsius. Yields the product FC1=C(C=CC(=C1)F)N1N=CC2=C1N(C(C(N2)=O)=O)CC (1-(2,4-difluorophenyl)-7-ethyl-1H-pyrazolo[3,4-b]pyrazine-5,6(4H,7H)-dione). Reaction SMILES: [C:1]([O:8]CC)(=O)[C:2]([O:4]CC)=O.[F:11][C:12]1[CH:17]=[C:16]([F:18])[CH:15]=[CH:14][C:13]=1[N:19]1[C:23]([NH:24][CH2:25][CH3:26])=[C:22]([NH2:27])[CH:21]=[N:20]1>CCOC(C)=O>[F:11][C:12]1[CH:17]=[C:16]([F:18])[CH:15]=[CH:14][C:13]=1[N:19]1[C:23]2[N:24]([CH2:25][CH3:26])[C:2](=[O:4])[C:1](=[O:8])[NH:27][C:22]=2[CH:21]=[N:20]1. Reported procedure: A mixture of diethyl oxalate (5.68 mL, 4.20 mmol) and 1-(2,4-difluorophenyl)-N5-ethyl-1H-pyrazole-4,5-diamine (1.00 g, 4.20 mmol) were heated in an oil bath at 150° C. for 18 h. The reaction mixture was cooled to RT and treated with EtOAc (5 mL) and hexanes (15 mL). The precipitated tan solid was filtered and rinsed with 5 mL of ether to afford 1-(2,4-difluorophenyl)-7-ethyl-1H-pyrazolo[3,4-b]pyrazine-5,6(4H,7H)-dione. MS (ES+): 293.1 (M+H)+. Reactants: CC1(N(CCOC1)C(=O)OC(C)(C)C)C(=O)O (3-methyl-4-[(2-methylpropan-2-yl)oxycarbonyl]morpholine-3-carboxylic acid), FC(C(=O)O)(F)F (trifluoroacetic acid). Run in C(Cl)Cl (DCM). Run at time 1 hour. The product is CC1(NCCOC1)C(=O)O (3-methylmorpholine-3-carboxylic acid). Reaction SMILES: [CH3:1][C:2]1([C:15]([OH:17])=[O:16])[CH2:7][O:6][CH2:5][CH2:4][N:3]1C(OC(C)(C)C)=O.FC(F)(F)C(O)=O>C(Cl)Cl>[CH3:1][C:2]1([C:15]([OH:17])=[O:16])[CH2:7][O:6][CH2:5][CH2:4][NH:3]1. Procedure details: To a solution of 3-methyl-4-[(2-methylpropan-2-yl)oxycarbonyl]morpholine-3-carboxylic acid (Accela ChemBio Co., Ltd., CAS: 1052680-53-1, 50 mg, 0.2.0 mmol) in DCM (1 ml) was added trifluoroacetic acid (1 mL) dropwise at room temperature. The resulting mixture was stirred at room temperature for one hour and then concentrated under the vacuum. The residue was used directly in next step without further purification, Starting materials: N1(CCCCCC1)C(=O)N[C@H](C(=O)O)CC(C)C ((S)-2-[(Azepane-1-carbonyl)-amino]-4-methyl-pentanoic acid), C(C1=CC=CC=C1)OC([C@H](CC1=CC=C(C=C1)OC)N)=O (2(S)-amino-3-(4-methoxy-phenyl)-propionic acid benzyl ester). Solvent: C(C)(=O)OCC (ethyl acetate). Product: C(C1=CC=CC=C1)OC(C(CC1=CC=C(C=C1)OCC1=CC=CC=C1)NC(C(CC(C)C)NC(=O)N1CCCCCC1)=O)=O (2-{2-[(Azepane-1-carbonyl)-amino]-4-methyl-pentanoylamino}-3-(4-benzyloxy-phenyl)-propionic acid benzyl ester). Isolated yield 77.6%. RXN SMILES: [N:1]1([C:8]([NH:10][C@@H:11]([CH2:15][CH:16]([CH3:18])[CH3:17])[C:12]([OH:14])=O)=[O:9])[CH2:7][CH2:6][CH2:5][CH2:4][CH2:3][CH2:2]1.[CH2:19]([O:26][C:27](=[O:39])[C@@H:28]([NH2:38])[CH2:29][C:30]1[CH:35]=[CH:34][C:33]([O:36][CH3:37])=[CH:32][CH:31]=1)[C:20]1[CH:25]=[CH:24][CH:23]=[CH:22][CH:21]=1>C(OCC)(=O)C>[CH2:19]([O:26][C:27](=[O:39])[CH:28]([NH:38][C:12](=[O:14])[CH:11]([NH:10][C:8]([N:1]1[CH2:2][CH2:3][CH2:4][CH2:5][CH2:6][CH2:7]1)=[O:9])[CH2:15][CH:16]([CH3:18])[CH3:17])[CH2:29][C:30]1[CH:31]=[CH:32][C:33]([O:36][CH2:37][C:20]2[CH:25]=[CH:24][CH:23]=[CH:22][CH:21]=2)=[CH:34][CH:35]=1)[C:20]1[CH:21]=[CH:22][CH:23]=[CH:24][CH:25]=1. Procedure: A solution of the product from Example Z (2(S)-[(azepane-1-carbonyl)-amino]-4-methyl-pentanoic acid) (0.20 g, 0.78 mmol) and 2(S)-amino-3-(4-methoxy-phenyl)-propionic acid benzyl ester (Bachem, 0.459 g, 0.86 mmol) were coupled according to the procedure described in Example 3. The residue was passed through a plug of silica gel eluting with ethyl acetate. The material obtained was purified by crystallization from hot hexane/ethyl acetate to give the title compound as a white solid (0.2 g, 43%), ... Yields the product CCOC(=O)COC(COc1ccccc1OCC)c1ccccn1. The reactants are CCOc1ccccc1OCC(O)c1ccccn1, CCOC(=O)CCl, [H-], [Na+], C1CCOC1. As a reaction SMILES: [CH2:3]([CH3:4])[O:5][c:6]1[c:7]([O:8][CH2:9][CH:10]([OH:11])[c:12]2[n:13][cH:14][cH:15][cH:16][cH:17]2)[cH:18][cH:19][cH:20][cH:21]1.[Cl:22][CH2:23][C:24](=[O:25])[O:26][CH2:27][CH3:28].[H-:1].[Na+:2].[O:29]1[CH2:30][CH2:31][CH2:32][CH2:33]1>>[CH2:3]([CH3:4])[O:5][c:6]1[c:7]([O:8][CH2:9][CH:10]([O:11][CH2:23][C:24](=[O:25])[O:26][CH2:27][CH3:28])[c:12]2[n:13][cH:14][cH:15][cH:16][cH:17]2)[cH:18][cH:19][cH:20][cH:21]1. Reactants: C1(=CC=CC2=CC=CC=C12)C=1SC2=C(C1C(=O)C1=CC=C(C=C1)OCCN1CCCCC1)C=CC(=C2)OC ([2-(1-Naphthyl)-6-methoxybenzothien-3-yl][4-[2-(1-piperdinyl)ethoxy]phenyl]methanone), C(C)S (ethanethiol), [Cl-].[Al+3].[Cl-].[Cl-] (aluminum chloride). The solvent is C(Cl)Cl (methylene chloride). Product: C1(=CC=CC2=CC=CC=C12)C=1SC2=C(C1C(=O)C1=CC=C(C=C1)OCCN1CCCCC1)C=CC(=C2)O ([2-(1-Naphthyl)-6-hydroxybenzothien-3-yl][4-[2-(1-piperdinyl)ethoxy]phenyl]methanone). Yield: 53.4%. Reaction SMILES: [C:1]1([C:11]2[S:12][C:13]3[CH:36]=[C:35]([O:37]C)[CH:34]=[CH:33][C:14]=3[C:15]=2[C:16]([C:18]2[CH:23]=[CH:22][C:21]([O:24][CH2:25][CH2:26][N:27]3[CH2:32][CH2:31][CH2:30][CH2:29][CH2:28]3)=[CH:20][CH:19]=2)=[O:17])[C:10]2[C:5](=[CH:6][CH:7]=[CH:8][CH:9]=2)[CH:4]=[CH:3][CH:2]=1.C(S)C.[Cl-].[Al+3].[Cl-].[Cl-]>C(Cl)Cl>[C:1]1([C:11]2[S:12][C:13]3[CH:36]=[C:35]([OH:37])[CH:34]=[CH:33][C:14]=3[C:15]=2[C:16]([C:18]2[CH:19]=[CH:20][C:21]([O:24][CH2:25][CH2:26][N:27]3[CH2:28][CH2:29][CH2:30][CH2:31][CH2:32]3)=[CH:22][CH:23]=2)=[O:17])[C:10]2[C:5](=[CH:6][CH:7]=[CH:8][CH:9]=2)[CH:4]=[CH:3][CH:2]=1 |f:2.3.4.5|. Procedure details: A solution of the product of Example 1 (1.00 g, 1.92 mmol), ethanethiol (0.45 mL, 6.18 mmol), and aluminum chloride (1.54 g, 11.55 mmol) in anhydrous methylene chloride (40 mL) was stirred for 3.5 hours. The mixture was quenched with saturated potassium sodium tartrate (also known as Rochelle's salt) and extracted with ethyl acetate. The organic layer was washed with saturated sodium potassium tartrate and brine, dried (sodium sulfate), and concentrated. The residue was purified by chromatograph...